From a dataset of the Open Reaction Database (ORD), a public repository of structured organic reaction records. describe an organic reaction: reactants, conditions, products, and yield The reactants are C1CCOC1, CCc1ccc(Nc2nnc(C(=O)Nc3ccc(C4CCC(CC(=O)OC)CC4)cc3)o2)cc1, CO, Cl, [Li+], [OH-], O, O. Product: CCc1ccc(Nc2nnc(C(=O)Nc3ccc(C4CCC(CC(=O)O)CC4)cc3)o2)cc1. RXN SMILES: [CH2:40]1[O:41][CH2:42][CH2:43][CH2:44]1.[CH2:4]([CH3:5])[c:6]1[cH:7][cH:8][c:9]([NH:12][c:13]2[n:14][n:15][c:16]([C:18](=[O:19])[NH:20][c:21]3[cH:22][cH:23][c:24]([CH:27]4[CH2:28][CH2:29][CH:30]([CH2:33][C:34](=[O:35])[O:36][CH3:37])[CH2:31][CH2:32]4)[cH:25][cH:26]3)[o:17]2)[cH:10][cH:11]1.[CH3:45][OH:46].[ClH:38].[Li+:3].[OH-:2].[OH2:1].[OH2:39]>>[CH2:4]([CH3:5])[c:6]1[cH:7][cH:8][c:9]([NH:12][c:13]2[n:14][n:15][c:16]([C:18](=[O:19])[NH:20][c:21]3[cH:22][cH:23][c:24]([CH:27]4[CH2:28][CH2:29][CH:30]([CH2:33][C:34](=[O:35])[OH:36])[CH2:31][CH2:32]4)[cH:25][cH:26]3)[o:17]2)[cH:10][cH:11]1. The reactants are CC(C)(C)OC(=O)NC(Cc1ccccc1)C(O)C#N, BrC1CC1, [Mg], O=C(O)CC(O)(CC(=O)O)C(=O)O. The product is CC(C)(C)OC(=O)NC(Cc1ccccc1)C(O)C(=O)C1CC1. RXN SMILES: [CH2:6]([c:7]1[cH:8][cH:9][cH:10][cH:11][cH:12]1)[CH:13]([CH:14]([OH:15])[C:16]#[N:17])[NH:18][C:19]([O:20][C:21]([CH3:22])([CH3:23])[CH3:24])=[O:25].[CH:1]1([Br:4])[CH2:2][CH2:3]1.[Mg:5].[OH:26][C:27]([CH2:28][C:29]([C:30](=[O:31])[OH:32])([CH2:33][C:34](=[O:35])[OH:36])[OH:37])=[O:38]>>[CH:1]1([C:16]([CH:14]([CH:13]([CH2:6][c:7]2[cH:8][cH:9][cH:10][cH:11][cH:12]2)[NH:18][C:19]([O:20][C:21]([CH3:22])([CH3:23])[CH3:24])=[O:25])[OH:15])=[O:26])[CH2:2][CH2:3]1. Starting materials: 3-bromo-4,4-(1′,2′-ethylenedioxy)-bicyclo[3.2.1]-oct-6-en-2-one, C(C)(=O)O (acetic acid), CCCCCC.C(C)(=O)OCC (hexane ethyl acetate), 4,4-(1′,2′-ethylenedioxy)-bicyclo[3.2.1]oct-6-en-2-one. Conditions: temperature 95 celsius, time 2 hour. Reagents/catalysts: [Zn] (zinc). Procedure details: One-pot process: 100 mg (0.39 mmol) of 3-bromo-4,4-(1′,2′-ethylenedioxy)-bicyclo[3.2.1]-oct-6-en-2-one are taken up in concentrated acetic acid and treated at ambient temperature with 80 mg (1.16 mmol) of zinc powder. The progress of the reaction is monitored by means of thin-layer chromatography (mobile phase: hexane/ethyl acetate 1:1). When after 2 hours brominated starting material can no longer be detected, the reaction mixture is heated continuously at a temperature of 95° C. After a furthe... Reaction SMILES: [CH3:1][CH2:2][CH2:3][CH2:4][CH2:5][CH3:6].C([O:10][CH2:11][CH3:12])(=O)C.C(O)(=[O:15])C>[Zn]>[CH:3]12[CH2:4][CH:5]([CH:1]=[CH:2]1)[C:6](=[O:15])[CH2:12][C:11]2=[O:10] |f:0.1|. Yields the product C12C(CC(C(C=C1)C2)=O)=O (Bicyclo[3.2.1]oct-6-ene-2,4-dione). The reactants are Cl (HCl), C1(CC1)C1=NN(C(=C1)C1CC1)C1=C(C=C(C=C1)NC(CC=1C=C2C=CC=NC2=CC1)=O)F (N-[4-(3,5-dicyclopropyl-1H-pyrazol-1-yl)-3-fluorophenyl]-2-(quinolin-6-yl)acetamide), intermediate 13, intermediate 30. Run in C(C)OCC (diethyl ether), C1CCOC1 (THF). Conditions: time 15 minute. Yields the product Cl.C1(CC1)C1=NN(C(=C1)C1CC1)C1=C(C=C(C=C1)NC(CC=1C=C2C=CC=NC2=CC1)=O)F (N-[4-(3,5-dicyclopropyl-1H-pyrazol-1-yl)-3-fluorophenyl]-2-(quinolin-6-yl)acetamide Hydrochloride). RXN SMILES: [CH:1]1([C:4]2[CH:8]=[C:7]([CH:9]3[CH2:11][CH2:10]3)[N:6]([C:12]3[CH:17]=[CH:16][C:15]([NH:18][C:19](=[O:31])[CH2:20][C:21]4[CH:22]=[C:23]5[C:28](=[CH:29][CH:30]=4)[N:27]=[CH:26][CH:25]=[CH:24]5)=[CH:14][C:13]=3[F:32])[N:5]=2)[CH2:3][CH2:2]1.[ClH:33]>C1COCC1.C(OCC)C>[ClH:33].[CH:1]1([C:4]2[CH:8]=[C:7]([CH:9]3[CH2:10][CH2:11]3)[N:6]([C:12]3[CH:17]=[CH:16][C:15]([NH:18][C:19](=[O:31])[CH2:20][C:21]4[CH:22]=[C:23]5[C:28](=[CH:29][CH:30]=4)[N:27]=[CH:26][CH:25]=[CH:24]5)=[CH:14][C:13]=3[F:32])[N:5]=2)[CH2:3][CH2:2]1 |f:4.5|. Reported procedure: Following the general procedure-1, N-[4-(3,5-dicyclopropyl-1H-pyrazol-1-yl)-3-fluorophenyl]-2-(quinolin-6-yl)acetamide (95 mg) was prepared from intermediate 13 (200 mg, 0.78 mmol) and intermediate 30 (232 mg, 1.2 mmol) as an yellow solid and dissolved in THF. Saturated HCl in diethyl ether was added to this solution at 0° C. and stirred for 15 min. Solid that separated out was filtered and dried to give the title compound (50 mg) as an yellow solid. M. P.: 106.8-108.2° C. 1H-NMR (δ ppm, DMSO-d6...